From a dataset of the Open Reaction Database (ORD), a public repository of structured organic reaction records. describe an organic reaction: reactants, conditions, products, and yield Starting materials: C(C)(C)(C)OC(=O)N[C@@H]1CC2=CC(=CC=C2CC1)C=CC(=O)OCC (Ethyl (S)-3-[2-(tert-butoxycarbonylamino)-1,2,3,4-tetrahydronaphthalen-7-yl]acrylate), C(C)O.Cl (hydrogen chloride ethanol). As a reaction SMILES: C(OC([NH:8][C@H:9]1[CH2:18][CH2:17][C:16]2[C:11](=[CH:12][C:13]([CH:19]=[CH:20][C:21]([O:23][CH2:24][CH3:25])=[O:22])=[CH:14][CH:15]=2)[CH2:10]1)=O)(C)(C)C.C(O)C.Cl>C(O)C>[NH2:8][C@H:9]1[CH2:18][CH2:17][C:16]2[C:11](=[CH:12][C:13]([CH:19]=[CH:20][C:21]([O:23][CH2:24][CH3:25])=[O:22])=[CH:14][CH:15]=2)[CH2:10]1 |f:1.2|. Solvent: C(C)O (ethanol). Procedure: Ethyl (S)-3-[2-(tert-butoxycarbonylamino)-1,2,3,4-tetrahydronaphthalen-7-yl]acrylate (516 mg) was dissolved in ethanol (10 ml), and 3 M hydrogen chloride ethanol solution (2 ml) was added to the solution at room temperature with stirring. After reaction for 13 hours, the reaction mixture was concentrated in vacuo. A saturated aqueous sodium bicarbonate solution (20 ml) and dichloromethane (5 ml) were added to the residue, and the resulting mixture was stirred for an hour at room temperature. Wat... The yield is 99.9%. Yields the product N[C@@H]1CC2=CC(=CC=C2CC1)C=CC(=O)OCC (ethyl (S)-3-(2-amino-1,2,3,4-tetrahydronaphthalen-7-yl)acrylate). Starting materials: C(N)(=O)C(C1=CC=CC=C1)(C1=CC=CC=C1)[C@H]1CN(CC1)CCC=1C=CC2=C(C=CO2)C1 (3-(S)-(-)-(1-carbamoyl-1,1-diphenylmethyl)-1-[2-(benzofuran-5-yl)ethyl]pyrrolidine). Reagents/catalysts: [Pd] (Palladium-on-carbon). The solvent is C(C)(=O)O (acetic acid). Conditions: time 6 hour. Product: C(N)(=O)C(C1=CC=CC=C1)(C1=CC=CC=C1)[C@H]1CN(CC1)CCC=1C=CC2=C(CCO2)C1 (3-(S)-(-)-(1-carbamoyl-1,1-diphenylmethyl)-1-[2-(2,3-dihydrobenzofuran-5-yl)ethyl]pyrrolidine). RXN SMILES: [C:1]([C:4]([C@@H:17]1[CH2:21][CH2:20][N:19]([CH2:22][CH2:23][C:24]2[CH:25]=[CH:26][C:27]3[O:31][CH:30]=[CH:29][C:28]=3[CH:32]=2)[CH2:18]1)([C:11]1[CH:16]=[CH:15][CH:14]=[CH:13][CH:12]=1)[C:5]1[CH:10]=[CH:9][CH:8]=[CH:7][CH:6]=1)(=[O:3])[NH2:2]>C(O)(=O)C.[Pd]>[C:1]([C:4]([C@@H:17]1[CH2:21][CH2:20][N:19]([CH2:22][CH2:23][C:24]2[CH:25]=[CH:26][C:27]3[O:31][CH2:30][CH2:29][C:28]=3[CH:32]=2)[CH2:18]1)([C:11]1[CH:12]=[CH:13][CH:14]=[CH:15][CH:16]=1)[C:5]1[CH:10]=[CH:9][CH:8]=[CH:7][CH:6]=1)(=[O:3])[NH2:2]. Procedure details: 10% Palladium-on-carbon (10 mg) was added to a solution of 3-(S)-(-)-(1-carbamoyl-1,1-diphenylmethyl)-1-[2-(benzofuran-5-yl)-ethyl]pyrrolidine (0.1 g-see Example 7) in acetic acid (2 ml) and the mixture was hydrogenated at 40° C. and atmospheric pressure for 6 hours. The catalyst was filtered off and washed with water (20 ml). The combined filtrate and washings were transferred to a separating funnel, dichloromethane (20 ml) was added, and the mixture was basified by the addition of 10% aqueous ... Starting materials: N1(CCCC1)CCCCN1C(C2=CC=CC=C2C1=O)=O (2-(4-Pyrrolidin-1-yl-butyl)-isoindole-1,3-dione), O.NN (hydrazine hydrate). Run in C(C)O (ethanol), C(C)O (ethanol). Yields the product N1(CCCC1)CCCCN (4-Pyrrolidin-1-yl-butylamine). The yield is 84.5%. Reaction SMILES: [N:1]1([CH2:6][CH2:7][CH2:8][CH2:9][N:10]2C(=O)C3C(=CC=CC=3)C2=O)[CH2:5][CH2:4][CH2:3][CH2:2]1.O.NN>C(O)C>[N:1]1([CH2:6][CH2:7][CH2:8][CH2:9][NH2:10])[CH2:5][CH2:4][CH2:3][CH2:2]1 |f:1.2|. Procedure details: A solution of the product from step c (4.32 g, 15.9 mmol) and hydrazine hydrate (3.85 ml, 79.4 mmol) in ethanol (75 ml) was heated at reflux for 1.5 h. The resultant white suspension was diluted with further ethanol (50 ml) and the solid removed by filtration. The filtrate was evaporated at reduced pressure and the residue was suspended in chloroform (50 ml). The solid was removed by filtration and the filtrate evaporated at reduced pressure to afford the title compound (1.91 g, 85%). 1H NMR 2.7... Starting materials: FC(C(=O)O)(F)F.FC(C(=O)O)(F)F.FC(C(=O)O)(F)F.ClC=1C=NC=2NC=3C=NC=C(CCC4=C(C=CC(NC1N2)=C4)OCCC4CCNCC4)C3 (6-chloro-12-(2-piperidin-4-ylethoxy)-2,4,8,18,22-pentaazatetracyclo[14.3.1.1(3,7).1(9,13)]docosa-1(20),3(22),4,6,9(21),10,12,16,18-nonaene tris(trifluoroacetate)), N(=C=O)C=1SC=C(C1)C (2-isocyanato-4-methylthiophene). The product is FC(C(=O)O)(F)F.FC(C(=O)O)(F)F.ClC=1C=NC=2NC=3C=NC=C(CCC4=C(C=CC(NC1N2)=C4)OCCC4CCN(CC4)C(=O)NC=4SC=C(C4)C)C3 (4-(2-{[6-Chloro-2,4,8,18,22-pentaazatetracyclo[14.3.1.1(3,7).1(9,13)]docosa-1(20),3(22),4,6,9(21),10,12,16,18-nonaen-12-yl]oxy}ethyl)-N-(4-methyl-2-thienyl)piperidine-1-carboxamide bis(trifluoroacetate)). Yield: 34.0%. Reaction SMILES: [F:1][C:2]([F:7])([F:6])[C:3]([OH:5])=[O:4].[F:8][C:9]([F:14])([F:13])[C:10]([OH:12])=[O:11].FC(F)(F)C(O)=O.[Cl:22][C:23]1[CH:24]=[N:25][C:26]2[NH:27][C:28]3[CH:29]=[N:30][CH:31]=[C:32]([CH:53]=3)[CH2:33][CH2:34][C:35]3[CH:43]=[C:39]([NH:40][C:41]=1[N:42]=2)[CH:38]=[CH:37][C:36]=3[O:44][CH2:45][CH2:46][CH:47]1[CH2:52][CH2:51][NH:50][CH2:49][CH2:48]1.[N:54]([C:57]1[S:58][CH:59]=[C:60]([CH3:62])[CH:61]=1)=[C:55]=[O:56]>>[F:1][C:2]([F:7])([F:6])[C:3]([OH:5])=[O:4].[F:8][C:9]([F:14])([F:13])[C:10]([OH:12])=[O:11].[Cl:22][C:23]1[CH:24]=[N:25][C:26]2[NH:27][C:28]3[CH:29]=[N:30][CH:31]=[C:32]([CH:53]=3)[CH2:33][CH2:34][C:35]3[CH:43]=[C:39]([NH:40][C:41]=1[N:42]=2)[CH:38]=[CH:37][C:36]=3[O:44][CH2:45][CH2:46][CH:47]1[CH2:48][CH2:49][N:50]([C:55]([NH:54][C:57]2[S:58][CH:59]=[C:60]([CH3:62])[CH:61]=2)=[O:56])[CH2:51][CH2:52]1 |f:0.1.2.3,5.6.7|. Procedure details: The desired compound was prepared according to the procedure of Example D41 using 6-chloro-12-(2-piperidin-4-ylethoxy)-2,4,8,18,22-pentaazatetracyclo[14.3.1.1(3,7).1(9,13)]docosa-1(20),3(22),4,6,9(21),10,12,16,18-nonaene tris(trifluoroacetate) and 2-isocyanato-4-methylthiophene as the starting materials in 34% yield. LCMS for C30H33ClN7O2S (M+H)+: m/z=590.0. Reactants: BrBr (Bromine), C1(=CC=CC=C1)P(C1=CC=CC=C1)C1=CC=CC=C1 (triphenylphosphine), C[Si](C1=C(CO)C=CC=C1)(C)C (2-(trimethylsilyl)benzyl alcohol). The solvent is C(C)#N (acetonitrile), C(C)#N (acetonitrile), C(C)OCC (diethyl ether). Run at time 20 minute. The product is C[Si](C1=C(CBr)C=CC=C1)(C)C (2-(Trimethylsilyl)benzyl bromide). As a reaction SMILES: [Br:1]Br.C1(P(C2C=CC=CC=2)C2C=CC=CC=2)C=CC=CC=1.[CH3:22][Si:23]([CH3:33])([CH3:32])[C:24]1[CH:31]=[CH:30][CH:29]=[CH:28][C:25]=1[CH2:26]O>C(#N)C.C(OCC)C>[CH3:22][Si:23]([CH3:33])([CH3:32])[C:24]1[CH:31]=[CH:30][CH:29]=[CH:28][C:25]=1[CH2:26][Br:1]. Procedure: Bromine (1.07 g, 6.7 mmol) was slowly added to a cooled solution of triphenylphosphine (1.83 g, 7.0 mmol) in acetonitrile to maintain a temperature less than or equal to 5° C. A solution of 2-(trimethylsilyl)benzyl alcohol in acetonitrile (10 mL) was slowly introduced and the resulting mixture was allowed to warm to room temperature and stir. Thin layer chromatography after 20 min indicated no starting material remained. The mixture was diluted with diethyl ether (50 mL) and washed with H2O (two...